Dataset: the Open Reaction Database (ORD), a public repository of structured organic reaction records. Task: describe an organic reaction: reactants, conditions, products, and yield The solvent is benzene-tolune. Yields the product C(CCC)N1C(CCCCCCC1)=O (1-n-Butylazacyclononan-2-one). Reported procedure: Following example 10, 16.32 g of 50% sodium hydride-mineral oil dispersion (8.16 g NaH, 0.34 M), 40 g (0.283 M) of azacyclononan-2-one and 43 g (0.311 M) of 1-bromobutane was refluxed for 22 hours. The reaction mixture was diluted with benzene-tolune and was extracted with water. The organic phase was separated, dried and concentrated to a yellow oil. Distillation afforded 41.4 g (74%) of product; b.p. 166°-170°/0.2 mm. The yield is 74.1%. The reactants are [H-].[Na+] (sodium hydride), BrCCCC (1-bromobutane), [H-].[Na+] (NaH), N1C(CCCCCCC1)=O (azacyclononan-2-one). RXN SMILES: [H-].[Na+].[NH:3]1[CH2:11][CH2:10][CH2:9][CH2:8][CH2:7][CH2:6][CH2:5][C:4]1=[O:12].Br[CH2:14][CH2:15][CH2:16][CH3:17]>>[CH2:14]([N:3]1[CH2:11][CH2:10][CH2:9][CH2:8][CH2:7][CH2:6][CH2:5][C:4]1=[O:12])[CH2:15][CH2:16][CH3:17] |f:0.1|. Isolated yield 54.8%. Yields the product FC=1C=C(C=C(C1)O)C=1C(=NC=NC1)N[C@@H](C)C1=NN2C(C(N1C1=CC=CC=C1)=O)=C(C=C2)C ((S)-2-(1-((5-(3-Fluoro-5-hydroxyphenyl)pyrimidin-4-yl)amino)ethyl)-5-methyl-3-phenylpyrrolo[2,1-f][1,2,4]triazin-4(3H)-one). RXN SMILES: I[C:2]1[C:3]([NH:8][C@H:9]([C:11]2[N:16]([C:17]3[CH:22]=[CH:21][CH:20]=[CH:19][CH:18]=3)[C:15](=[O:23])[C:14]3=[C:24]([CH3:27])[CH:25]=[CH:26][N:13]3[N:12]=2)[CH3:10])=[N:4][CH:5]=[N:6][CH:7]=1.[F:28][C:29]1[CH:30]=[C:31](B(O)O)[CH:32]=[C:33]([OH:35])[CH:34]=1.C(=O)([O-])[O-].[Na+].[Na+]>>[F:28][C:29]1[CH:30]=[C:31]([C:2]2[C:3]([NH:8][C@H:9]([C:11]3[N:16]([C:17]4[CH:22]=[CH:21][CH:20]=[CH:19][CH:18]=4)[C:15](=[O:23])[C:14]4=[C:24]([CH3:27])[CH:25]=[CH:26][N:13]4[N:12]=3)[CH3:10])=[N:4][CH:5]=[N:6][CH:7]=2)[CH:32]=[C:33]([OH:35])[CH:34]=1 |f:2.3.4|. Procedure details: (S)-2-(1-((5-Iodopyrimidin-4-yl)amino)ethyl)-5-methyl-3-phenylpyrrolo[2,1-f][1,2,4]triazin-4(3H)-one (115 mg, 0.24 mmol) was treated with (3-fluoro-5-hydroxyphenyl)boronic acid (57 mg, 0.37 mmol), sodium carbonate (2M, 548 μl, 1.10 mmol) and 1,1′-bis(diphenylphosphino)ferrocene-palladium(II)dichloride dichloromethane complex (30 mg, 0.04 mmol) according to the method described in Example 3 to give 60 mg (54% yield) of the title compound. Purity 100%. The reactants are IC=1C(=NC=NC1)N[C@@H](C)C1=NN2C(C(N1C1=CC=CC=C1)=O)=C(C=C2)C ((S)-2-(1-((5-Iodopyrimidin-4-yl)amino)ethyl)-5-methyl-3-phenylpyrrolo[2,1-f][1,2,4]triazin-4(3H)-one), FC=1C=C(C=C(C1)O)B(O)O ((3-fluoro-5-hydroxyphenyl)boronic acid), C([O-])([O-])=O.[Na+].[Na+] (sodium carbonate). Starting materials: CNC(C(=C[C@H]1[C@@H](N(C(O1)(C)C)C(=O)OCC1=CC=CC=C1)CC(C)C)CCOC1OCCCC1)=O (3-[(4S,5S)-3-benzyloxycarbonyl-4-isobutyl-2,2-dimethyloxazolidin-5-yl]-2-[2-(2-tetrahydropyranyloxy)ethyl]-2-propenoic acid methylamide). The reagents and catalysts are [Pd] (palladium black). Solvent: C(C)O (ethanol). Product: CNC(C(C[C@@H]([C@H](CC(C)C)N)O)CCOC1OCCCC1)=O ((2RS,4S,5S)-5-amino-4-hydroxy-2-[2-(2-tetrahydropyranyloxy)ethyl]-7-methyl-octanoic acid methylamide). Yield: 100.0%. As a reaction SMILES: [CH3:1][NH:2][C:3](=[O:36])[C:4]([CH2:27][CH2:28][O:29][CH:30]1[CH2:35][CH2:34][CH2:33][CH2:32][O:31]1)=[CH:5][C@@H:6]1[O:10]C(C)(C)[N:8](C(OCC2C=CC=CC=2)=O)[C@H:7]1[CH2:23][CH:24]([CH3:26])[CH3:25]>C(O)C.[Pd]>[CH3:1][NH:2][C:3](=[O:36])[CH:4]([CH2:27][CH2:28][O:29][CH:30]1[CH2:35][CH2:34][CH2:33][CH2:32][O:31]1)[CH2:5][C@H:6]([OH:10])[C@@H:7]([NH2:8])[CH2:23][CH:24]([CH3:25])[CH3:26]. Procedure: 29.2 mg of 3-[(4S,5S)-3-benzyloxycarbonyl-4-isobutyl-2,2-dimethyloxazolidin-5-yl]-2-[2-(2-tetrahydropyranyloxy)ethyl]-2-propenoic acid methylamide was dissolved in ethanol and then hydrogenated by using palladium black as a catalyst under atmospheric pressure. The reaction mixture was subjected to filtration, and the solvent of the filtrate was distilled off under reduced pressure to obtain 19.2 mg of (2RS,4S,5S)-5-amino-4-hydroxy-2-[2-(2-tetrahydropyranyloxy)ethyl]-7-methyl-octanoic acid methyl... Reactants: C=CCC(CC(=O)OC(C)(C)C)C(=O)NC(C(=O)NC(COC)c1ccccc1)C(C)C, CC#N, CCOC(C)=O, Cc1cc(I)ccc1-c1ccccc1. The product is COCC(NC(=O)C(NC(=O)C(CC=Cc1ccc(-c2ccccc2)c(C)c1)CC(=O)OC(C)(C)C)C(C)C)c1ccccc1. RXN SMILES: [CH3:1][O:2][CH2:3][CH:4]([c:5]1[cH:6][cH:7][cH:8][cH:9][cH:10]1)[NH:11][C:12](=[O:13])[CH:14]([CH:15]([CH3:16])[CH3:17])[NH:18][C:19](=[O:20])[CH:21]([CH2:22][C:23](=[O:24])[O:25][C:26]([CH3:27])([CH3:28])[CH3:29])[CH2:30][CH:31]=[CH2:32].[CH3:47][C:48]#[N:49].[CH3:50][CH2:51][O:52][C:53](=[O:54])[CH3:55].[I:33][c:34]1[cH:35][c:36]([CH3:46])[c:37](-[c:40]2[cH:41][cH:42][cH:43][cH:44][cH:45]2)[cH:38][cH:39]1>>[CH3:1][O:2][CH2:3][CH:4]([c:5]1[cH:6][cH:7][cH:8][cH:9][cH:10]1)[NH:11][C:12](=[O:13])[CH:14]([CH:15]([CH3:16])[CH3:17])[NH:18][C:19](=[O:20])[CH:21]([CH2:22][C:23](=[O:24])[O:25][C:26]([CH3:27])([CH3:28])[CH3:29])[CH2:30][CH:31]=[CH:32][c:34]1[cH:35][c:36]([CH3:46])[c:37](-[c:40]2[cH:41][cH:42][cH:43][cH:44][cH:45]2)[cH:38][cH:39]1. Reactants: BrCCC1=CC=C(C(=O)NS(=O)(=O)C2=CC=C(C=C2)OC)C=C1 (N-[4-(2-bromoethyl)benzoyl]-4-methoxybenzenesulfonamide), N12CCCCCC2=NCCC1 (1,8-diazabicyclo-[5.4.0]undec-7-ene), Cl (HCl). Solvent: C1CCOC1 (THF). The product is C(=C)C1=CC=C(C(=O)NS(=O)(=O)C2=CC=C(C=C2)OC)C=C1 (N-(4-vinylbenzoyl)-4-methoxybenzenesulfonamide). RXN SMILES: Br[CH2:2][CH2:3][C:4]1[CH:23]=[CH:22][C:7]([C:8]([NH:10][S:11]([C:14]2[CH:19]=[CH:18][C:17]([O:20][CH3:21])=[CH:16][CH:15]=2)(=[O:13])=[O:12])=[O:9])=[CH:6][CH:5]=1.N12CCCN=C1CCCCC2.Cl>C1COCC1>[CH:3]([C:4]1[CH:23]=[CH:22][C:7]([C:8]([NH:10][S:11]([C:14]2[CH:19]=[CH:18][C:17]([O:20][CH3:21])=[CH:16][CH:15]=2)(=[O:13])=[O:12])=[O:9])=[CH:6][CH:5]=1)=[CH2:2]. Procedure: A solution of 35.85 g (0.09 mol) of N-[4-(2-bromoethyl)benzoyl]-4-methoxybenzenesulfonamide, 27.40 g (0.18 mol) of 1,8-diazabicyclo-[5.4.0]undec-7-ene (DBU) and 375 ml of THF was stirred at room temperature for 19.5 hrs. Solid formed within 30 mins. The mixture was poured into dilute HCl giving an oily precipitate which crystallized. The solid was collected, washed with water, redissolved in methylene chloride, dried over magnesium sulfate and concentrated to an oil which crystallized. The solid... The reactants are O=C1CCC(=O)N1Br, Cc1cc(CC(C)C)n2nccc2n1, ClC(Cl)Cl, [Na+], [OH-]. Product: Cc1cc(CC(C)C)n2ncc(Br)c2n1. As a reaction SMILES: [Br:15][N:16]1[C:17](=[O:18])[CH2:19][CH2:20][C:21]1=[O:22].[CH2:1]([CH:2]([CH3:3])[CH3:4])[c:5]1[cH:6][c:7]([CH3:14])[n:8][c:9]2[n:10]1[n:11][cH:12][cH:13]2.[CH:25]([Cl:26])([Cl:27])[Cl:28].[Na+:24].[OH-:23]>>[CH2:1]([CH:2]([CH3:3])[CH3:4])[c:5]1[cH:6][c:7]([CH3:14])[n:8][c:9]2[n:10]1[n:11][cH:12][c:13]2[Br:15]. The reactants are FC(C(=O)N1CCC2=C(C(C1)C(C)C)C=C(C(=C2)OC)Br)(F)F (N-trifluoroacetyl-8-bromo-1-isopropyl-7-methoxy-2,3,4,5-tetrahydro-1H-3-benzazepine), B(Br)(Br)Br (BBr3). Solvent: ClCCl (dichloromethane). Reaction conditions: time 8 hour. Product: FC(C(=O)N1CCC2=C(C(C1)C(C)C)C=C(C(=C2)O)Br)(F)F (N-Trifluoroacetyl-8-bromo-7-hydroxy-1-isopropyl-2,3,4,5-tetrahydro-1H-3-benzazepine). Isolated yield 97.3%. Reaction SMILES: [F:1][C:2]([F:23])([F:22])[C:3]([N:5]1[CH2:11][CH:10]([CH:12]([CH3:14])[CH3:13])[C:9]2[CH:15]=[C:16]([Br:21])[C:17]([O:19]C)=[CH:18][C:8]=2[CH2:7][CH2:6]1)=[O:4].B(Br)(Br)Br>ClCCl>[F:23][C:2]([F:1])([F:22])[C:3]([N:5]1[CH2:11][CH:10]([CH:12]([CH3:14])[CH3:13])[C:9]2[CH:15]=[C:16]([Br:21])[C:17]([OH:19])=[CH:18][C:8]=2[CH2:7][CH2:6]1)=[O:4]. Reported procedure: A solution of N-trifluoroacetyl-8-bromo-1-isopropyl-7-methoxy-2,3,4,5-tetrahydro-1H-3-benzazepine (0.041 g, 0.10 mmol) in dichloromethane (1 mL) was treated with BBr3 (0.32 ml, 1.0 M solution in CH2Cl2) and stirred overnight at 20 C. The excess BBr3 is quenched with water and the resulting mixture diluted with ether (50 mL), washed twice with saturated aqueous Na2CO3 (20 mL) and concentrated. Flash chromatography (20% EtOAc in hexanes, silica) resulted in 0.037 g clear oil. MS calculated for C15... Reactants: C(C)(C)(C)OC1=C(C(=NC(=C1O)F)F)F (4-t-butoxy-2,3,6-trifluoro-5-hydroxypyridine), C1(=CC=CC=C1)P(C1=CC=CC=C1)C1=CC=CC=C1 (triphenyl phosphine), CO (methanol), CCOC(=O)/N=N/C(=O)OCC (DEAD). The solvent is C1CCOC1 (THF). Reaction conditions: time 10 minute. The product is C(C)(C)(C)OC1=C(C(=NC(=C1OC)F)F)F (4-t-butoxy-2,3,6-trifluoro-5-methoxypyridine). The yield is 85.7%. RXN SMILES: [C:1]([O:5][C:6]1[C:11]([OH:12])=[C:10]([F:13])[N:9]=[C:8]([F:14])[C:7]=1[F:15])([CH3:4])([CH3:3])[CH3:2].[C:16]1(P(C2C=CC=CC=2)C2C=CC=CC=2)C=CC=CC=1.CO.CCOC(/N=N/C(OCC)=O)=O>C1COCC1>[C:1]([O:5][C:6]1[C:11]([O:12][CH3:16])=[C:10]([F:13])[N:9]=[C:8]([F:14])[C:7]=1[F:15])([CH3:4])([CH3:2])[CH3:3]. Reported procedure: To a solution of 237 mg (1.07 mmol) of 4-t-butoxy-2,3,6-trifluoro-5-hydroxypyridine, from step 275a above, in 3 mL of anhydrous THF was added 335 mg (1.277 mmol) of triphenyl phosphine and 0.060 mL (1.48 mmol) of methanol. To this solution was added 0.200 mL (1.270 mmol) of DEAD dropwise at room temperature. The reaction was complete in 10 min, so the solvents were removed under vacuum and the residue was purified by flash chromatography on silica gel, eluting with 1:16 ethyl acetate:hexane to g...